This data is from the Open Reaction Database (ORD), a public repository of structured organic reaction records. The task is: describe an organic reaction: reactants, conditions, products, and yield Reactants: BrC=1C(C(=CC(C1)(Br)Br)Br)=O (2,4,4,6-Tetrabromo-2,5-cyclohexadien-1-one), O1C(=NC2=C1C=CC=C2)N2[C@@H](CCCC2)C(=O)OC (methyl (2S)-1-(1,3-benzoxazol-2-yl)-2-piperidinecarboxylate). The solvent is ClCCl (dichloromethane), ClCCl (dichloromethane). Product: BrC1=CC2=C(N=C(O2)N2[C@@H](CCCC2)C(=O)OC)C=C1 (methyl (2S)-1-(6-bromo-1,3-benzoxazol-2-yl)-2-piperidinecarboxylate). The yield is 95.1%. RXN SMILES: Br[C:2]1[C:3](=O)[C:4](Br)=[CH:5][C:6]([Br:9])(Br)[CH:7]=1.[O:12]1C2C=CC=CC=2[N:14]=[C:13]1[N:21]1[CH2:26][CH2:25][CH2:24][CH2:23][C@H:22]1[C:27]([O:29][CH3:30])=[O:28]>ClCCl>[Br:9][C:6]1[CH:7]=[CH:2][C:3]2[N:14]=[C:13]([N:21]3[CH2:26][CH2:25][CH2:24][CH2:23][C@H:22]3[C:27]([O:29][CH3:30])=[O:28])[O:12][C:4]=2[CH:5]=1. Reported procedure: 2,4,4,6-Tetrabromo-2,5-cyclohexadien-1-one (4.7 g) was added to a solution of methyl (2S)-1-(1,3-benzoxazol-2-yl)-2-piperidinecarboxylate (3.0 g) [see Preparation 2] in dichloromethane (60 ml) at −10° C. over a period of 10 minutes. The reaction mixture was then warmed to room temperature and diluted with dichloromethane. The organic layer was washed with saturated sodium hydrogen carbonate, then with 1N sodium hydroxide solution, dried over sodium sulphate and the solvent removed under reduced ... Starting materials: [Br-], CC(=O)c1cnc2c(n1)C(C)(C)CCC2(C)C, CCOC(C)=O, ClC(Cl)Cl, O. The product is CC1(C)CCC(C)(C)c2nc(C(=O)CBr)cnc21. As a reaction SMILES: [Br-:1].[C:2]([CH3:3])(=[O:4])[c:5]1[n:6][c:7]2[c:12]([n:13][cH:14]1)[C:11]([CH3:15])([CH3:16])[CH2:10][CH2:9][C:8]2([CH3:17])[CH3:18].[CH3:20][CH2:21][O:22][C:23](=[O:24])[CH3:25].[CH:26]([Cl:27])([Cl:28])[Cl:29].[OH2:19]>>[Br:1][CH2:3][C:2](=[O:4])[c:5]1[n:6][c:7]2[c:12]([n:13][cH:14]1)[C:11]([CH3:15])([CH3:16])[CH2:10][CH2:9][C:8]2([CH3:17])[CH3:18]. Starting materials: C(CCC)OC(=O)C=1N=C(C2=CC(=CC=C2C1O)SC1=CC=CC=C1)C#N (1-cyano-4-hydroxy-7-phenylsulfanyl-isoquinoline-3-carboxylic acid butyl ester), COC(C(CN)(C)C)=O (3-amino-2,2-dimethyl-propionic acid methyl ester). Solvent: CO (MeOH). Run at temperature 150 celsius. The product is COC(C(CNC(=O)C=1N=C(C2=CC(=CC=C2C1O)SC1=CC=CC=C1)C#N)(C)C)=O (3-[(1-Cyano-4-hydroxy-7-phenylsulfanyl-isoquinoline-3-carbonyl)-amino]-2,2-dimethyl-propionic acid methyl ester). The yield is 81.3%. RXN SMILES: C(O[C:6]([C:8]1[N:9]=[C:10]([C:26]#[N:27])[C:11]2[C:16]([C:17]=1[OH:18])=[CH:15][CH:14]=[C:13]([S:19][C:20]1[CH:25]=[CH:24][CH:23]=[CH:22][CH:21]=1)[CH:12]=2)=[O:7])CCC.[CH3:28][O:29][C:30](=[O:36])[C:31]([CH3:35])([CH3:34])[CH2:32][NH2:33]>CO>[CH3:28][O:29][C:30](=[O:36])[C:31]([CH3:35])([CH3:34])[CH2:32][NH:33][C:6]([C:8]1[N:9]=[C:10]([C:26]#[N:27])[C:11]2[C:16]([C:17]=1[OH:18])=[CH:15][CH:14]=[C:13]([S:19][C:20]1[CH:25]=[CH:24][CH:23]=[CH:22][CH:21]=1)[CH:12]=2)=[O:7]. Procedure details: A mixture of 1-cyano-4-hydroxy-7-phenylsulfanyl-isoquinoline-3-carboxylic acid butyl ester (50 mg, 0.13 mmol) and 3-amino-2,2-dimethyl-propionic acid methyl ester (52 mg, 0.40 mmol) in MeOH (2 mL) was heated at 150° C. in a microwave reactor for 3 h. The solvent was evaporated, and the residue was purified by column chromatography (0-40% EtOAc/hexanes+2% AcOH) to give 46 mg of the title compound. 1H NMR (CDCl3, 200 MHz): δ ppm=14.0 (s, 1H), 8.20-8.35 (m, 2H), 7.87 (d, 1H, J=1.2 Hz), 6.40-6.70 (m... Reactants: CC(C)C[Al+]CC(C)C, CCCCCC, ClCCl, Cl, [H-], CCOC(=O)c1nc(OCc2ccccc2)c(CC(C)C)[n+]([O-])c1N, O. The product is CC(C)Cc1c(OCc2ccccc2)nc(CO)c(N)[n+]1[O-]. RXN SMILES: [CH2:30]([Al+:31][CH2:32][CH:33]([CH3:34])[CH3:35])[CH:36]([CH3:37])[CH3:38].[CH3:40][CH2:41][CH2:42][CH2:43][CH2:44][CH3:45].[Cl:1][CH2:2][Cl:3].[ClH:39].[H-:29].[NH2:4][c:5]1[n+:6]([O-:28])[c:7]([CH2:24][CH:25]([CH3:26])[CH3:27])[c:8]([O:16][CH2:17][c:18]2[cH:19][cH:20][cH:21][cH:22][cH:23]2)[n:9][c:10]1[C:11](=[O:12])[O:13][CH2:14][CH3:15].[OH2:46]>>[NH2:4][c:5]1[n+:6]([O-:28])[c:7]([CH2:24][CH:25]([CH3:26])[CH3:27])[c:8]([O:16][CH2:17][c:18]2[cH:19][cH:20][cH:21][cH:22][cH:23]2)[n:9][c:10]1[CH2:11][OH:12]. Starting materials: BrC1=CC(=CC=C1)F (1-bromo-3-fluoro-benzene), II (iodine), C(C)(C)NC(C)C (diisopropylamine), [Li]CCCC (n-BuLi). The solvent is C1CCOC1 (THF), C1CCOC1 (THF), C1CCOC1 (THF), CCCCCC (n-hexane). Reaction conditions: temperature -78 celsius, time 1 hour. Product: BrC1=C(C(=CC=C1)F)I (1-bromo-3-fluoro-2-iodo-benzene). The yield is 91.4%. Reaction SMILES: C(NC(C)C)(C)C.[Li]CCCC.[Br:13][C:14]1[CH:19]=[CH:18][CH:17]=[C:16]([F:20])[CH:15]=1.[I:21]I>C1COCC1.CCCCCC>[Br:13][C:14]1[CH:19]=[CH:18][CH:17]=[C:16]([F:20])[C:15]=1[I:21]. Procedure details: To a solution of diisopropylamine (76 mL, 0.4 mol) in dry THF (664 mL) and n-hexane (220 mL) was added 2.5 M/L n-BuLi (160 mL. 0.4 mol) dropwise at −78° C. during a period of 1 h. The mixture was stirred for 1 h at −78° C. Then a solution of 1-bromo-3-fluoro-benzene (69 g, 0.4 mol) in dry THF (300 mL) at −78° C. was added to the above mixture dropwise. After stirring for an additional 1 h at −78° C., the mixture was added a solution of iodine (101 g, 0.4 mol) in dry THF (400 mL) dropwise at −78°...